Dataset: the Open Reaction Database (ORD), a public repository of structured organic reaction records. Task: describe an organic reaction: reactants, conditions, products, and yield Reactants: ClC=1C=C(C(=O)O)C=CC1OC(C)C (3-chloro-4-[(1-methylethyl)oxy]benzoic acid), O=S(Cl)Cl (SOCl2), CO (methanol). Conditions: time 8 hour. Yields the product ClC=1C=C(C(=O)OC)C=CC1OC(C)C (methyl 3-chloro-4-[(1-methylethyl)oxy]benzoate). Reaction SMILES: [Cl:1][C:2]1[CH:3]=[C:4]([CH:8]=[CH:9][C:10]=1[O:11][CH:12]([CH3:14])[CH3:13])[C:5]([OH:7])=[O:6].O=S(Cl)Cl.[CH3:19]O>>[Cl:1][C:2]1[CH:3]=[C:4]([CH:8]=[CH:9][C:10]=1[O:11][CH:12]([CH3:14])[CH3:13])[C:5]([O:7][CH3:19])=[O:6]. Reported procedure: A solution of 3-chloro-4-[(1-methylethyl)oxy]benzoic acid (1.00 g, 4.66 mmol) in methanol (10.0 mL) was treated with SOCl2 (0.68 mL, 9.32 mmol). After stirring overnight at ambient temperature, the solution was concentrated in vacuo and taken on without purification. 1H NMR (400 MHz, CHLOROFORM-d) δ ppm 8.04 (d, J=2.3 Hz, 1H) 7.89 (dd, J=8.7, 2.1 Hz, 1H) 6.93 (d, J=8.6 Hz, 1H) 4.66 (qq, J=6.1 Hz, 1H) 3.88 (s, 3H) 1.41 (d, J=6.1 Hz, 6H). MS (ES+) m/e 229 [M+H]+. Reactants: Cl, NO, C#CCC(=O)c1cccnc1. Yields the product C#CCC(=NO)c1cccnc1. As a reaction SMILES: [ClH:12].[NH2:13][OH:14].[n:1]1[cH:2][c:3]([C:7]([CH2:8][C:9]#[CH:10])=[O:11])[cH:4][cH:5][cH:6]1>>[n:1]1[cH:2][c:3]([C:7]([CH2:8][C:9]#[CH:10])=[N:13][OH:14])[cH:4][cH:5][cH:6]1.